From a dataset of the Open Reaction Database (ORD), a public repository of structured organic reaction records. describe an organic reaction: reactants, conditions, products, and yield Starting materials: COC1=CC=C(C=C1)C1OC1 (2-(4-Methoxy-phenyl)-oxirane), [H-].[Na+] (sodium hydride), CN1CC=2NC3=CC=C(C=C3C2CC1)C (2,6-Dimethyl-2,3,4,9-tetrahydro-1H-β-carboline). Solvent: CO (MeOH), CN(C)C=O (DMF), C(Cl)Cl (DCM). Reaction conditions: time 10 minute. Yields the product CN1CC=2N(C3=CC=C(C=C3C2CC1)C)CC(O)C1=CC=C(C=C1)OC (2-(2,6-dimethyl-1,2,3,4-tetrahydro-β-carbolin-9-yl)-1-(4-methoxy-phenyl)-ethanol). Yield: 34.2%. As a reaction SMILES: [CH3:1][N:2]1[CH2:14][CH2:13][C:12]2[C:11]3[C:6](=[CH:7][CH:8]=[C:9]([CH3:15])[CH:10]=3)[NH:5][C:4]=2[CH2:3]1.[H-].[Na+].[CH3:18][O:19][C:20]1[CH:25]=[CH:24][C:23]([CH:26]2[CH2:28][O:27]2)=[CH:22][CH:21]=1>CN(C=O)C.CO.C(Cl)Cl>[CH3:1][N:2]1[CH2:14][CH2:13][C:12]2[C:11]3[C:6](=[CH:7][CH:8]=[C:9]([CH3:15])[CH:10]=3)[N:5]([CH2:28][CH:26]([C:23]3[CH:24]=[CH:25][C:20]([O:19][CH3:18])=[CH:21][CH:22]=3)[OH:27])[C:4]=2[CH2:3]1 |f:1.2|. Procedure details: 2,6-Dimethyl-2,3,4,9-tetrahydro-1H-β-carboline (1.0 g, 5.0 mmol) was dissolved in 15 mL DMF and sodium hydride (600 mg, 15 mmol) was added portionwise at 0° C. and stirred for 10 min. 2-(4-Methoxy-phenyl)-oxirane (900 mg, 6.0 mmol) was added dropwise at the same temperature and stirred for 12 h at RT. The reaction was monitored by TLC & LCMS. After consumption of starting material, the reaction mixture was quenched with ice cold water and filtered through a Celite bed. A cake of compound was for...